This data is from the Open Reaction Database (ORD), a public repository of structured organic reaction records. The task is: describe an organic reaction: reactants, conditions, products, and yield Starting materials: C(C)(C)(C)C1=C(C=CC(=C1)C(C)(C)C)O (2,4-di-tert-butylphenol), C(C1=CC=CC=C1)NCCNCC1=CC=CC=C1 (N,N′-dibenzylethylenediamine), C=O (formaldehyde), CO (methanol). Product: C(C)(C)(C)C=1C(=C(C=C(C1)C(C)(C)C)CN(CCN(CC1=CC=CC=C1)CC1=C(C(=CC(=C1)C(C)(C)C)C(C)(C)C)O)CC1=CC=CC=C1)O (N,N′-bis(3,5-di-tert-butyl-2-hydroxyphenylmethyl)-N,N′-dibenzylethylenediamine). Reaction SMILES: [C:1]([C:5]1[CH:10]=[C:9]([C:11]([CH3:14])([CH3:13])[CH3:12])[CH:8]=[CH:7][C:6]=1O)([CH3:4])([CH3:3])[CH3:2].[CH2:16]([NH:23][CH2:24][CH2:25][NH:26][CH2:27][C:28]1[CH:33]=[CH:32][CH:31]=[CH:30][CH:29]=1)[C:17]1[CH:22]=[CH:21][CH:20]=[CH:19][CH:18]=1.[CH2:34]=[O:35].[CH3:36][OH:37]>>[C:11]([C:9]1[C:36]([OH:37])=[C:7]([CH2:8][N:23]([CH2:16][C:17]2[CH:18]=[CH:19][CH:20]=[CH:21][CH:22]=2)[CH2:24][CH2:25][N:26]([CH2:6][C:7]2[CH:8]=[C:9]([C:11]([CH3:12])([CH3:13])[CH3:14])[CH:10]=[C:5]([C:1]([CH3:2])([CH3:3])[CH3:4])[C:34]=2[OH:35])[CH2:27][C:28]2[CH:33]=[CH:32][CH:31]=[CH:30][CH:29]=2)[CH:6]=[C:5]([C:1]([CH3:4])([CH3:3])[CH3:2])[CH:10]=1)([CH3:14])([CH3:12])[CH3:13]. Reported procedure: A mixture of 2,4-di-tert-butylphenol (50 mmol), N,N′-dibenzylethylenediamine (25 mmol) and 37% aqueous formaldehyde (50 mmol) was stirred in refluxing methanol for 2 h. The mixture was cooled to room temperature and the resulting oil was separated from the aqueous layer which was discarded, and evaporated. The product was then precipitated with hexanes, filtered and washed with hexanes, yielding ligand precursor 9 in 40%. Spectroscopic data (not shown) supports formation of ligand precursor 9.